Dataset: the Open Reaction Database (ORD), a public repository of structured organic reaction records. Task: describe an organic reaction: reactants, conditions, products, and yield Procedure details: (R)-1-(4-Fluorophenyl)ethanamine (5.15 g, 37.0 mmol) was taken up in HCl (2N, 40 mL) and potassium cyanate (15.01 g, 185 mmol) was added. The mixture was stirred at 80° C. for 3 h. Upon cooling to room temperature, a precipitate formed which was collected by filtration and washed with water. The solid was partitioned between water and EtOAc, and the aqueous phase extracted once more with EtOAc. The combined organic extracts were dried over Na2SO4, filtered, and concentrated in vacuo to give (R)-... The product is FC1=CC=C(C=C1)[C@@H](C)NC(=O)N ((R)-1-(1-(4-fluorophenyl)ethyl)urea). Reaction conditions: temperature 80 celsius, time 3 hour. Reaction SMILES: [F:1][C:2]1[CH:7]=[CH:6][C:5]([C@H:8]([NH2:10])[CH3:9])=[CH:4][CH:3]=1.[O-:11][C:12]#[N:13].[K+]>Cl>[F:1][C:2]1[CH:7]=[CH:6][C:5]([C@H:8]([NH:10][C:12]([NH2:13])=[O:11])[CH3:9])=[CH:4][CH:3]=1 |f:1.2|. Reactants: FC1=CC=C(C=C1)[C@@H](C)N ((R)-1-(4-Fluorophenyl)ethanamine), [O-]C#N.[K+] (potassium cyanate). Solvent: Cl (HCl). The reactants are N#CN (cyanamide), C1CCC2=NCCCN2CC1 (DBU), CN=C(NCCSCC=1N=CNC1C)Cl (N'-methyl-N-[2-(5-methylimidazol-4-ylmethylthio)ethyl]chloroformamidine), CN=C(Cl)Cl (N-methyl-chloroformimidoyl chloride), CC1=C(N=CN1)CSCCN (2-(5-methylimidazol-4-ylmethylthio)ethylamine), C1CCC2=NCCCN2CC1 (DBU). Run in C(Cl)Cl (CH2Cl2), C(Cl)Cl (CH2Cl2). Yields the product C(#N)N=C(NC)NCCSCC=1N=CNC1C (N"-cyano-N-methyl-N'-[2-(5-methylimidazol-4-ylmethylthio)ethyl]guanidine). The yield is 19.0%. RXN SMILES: CN=C(Cl)Cl.CC1NC=NC=1CSCCN.C1CCN2C(=NCCC2)CC1.[CH3:28][N:29]=[C:30](Cl)[NH:31][CH2:32][CH2:33][S:34][CH2:35][C:36]1[N:37]=[CH:38][NH:39][C:40]=1[CH3:41].[N:43]#[C:44][NH2:45]>C(Cl)Cl>[C:44]([N:45]=[C:30]([NH:31][CH2:32][CH2:33][S:34][CH2:35][C:36]1[N:37]=[CH:38][NH:39][C:40]=1[CH3:41])[NH:29][CH3:28])#[N:43]. Procedure: A solution of N-methyl-chloroformimidoyl chloride (1.12 g), 2-(5-methylimidazol-4-ylmethylthio)ethylamine (0.855 g) and DBU (0.988 g) in CH2Cl2 (16 ml was heated under reflux for 6 hrs. To the reaction mixture containing N'-methyl-N-[2-(5-methylimidazol-4-ylmethylthio)ethyl]chloroformamidine was added a solution of cyanamide (0.84 g) and DBU (3.04 g) in CH2Cl2 (16 ml). After refluxing for 15 hrs., the solvent was removed and the residue was chromatographed [SiO2, CH3CN-CH3OH (4:1)]. The crude pr... Starting materials: FC=1C=C(C=CC1)C1=CC(=C(C=C1)OCOCCOC)C=1C=CC(=NC1)C(F)(F)F (5-(3′-fluoro-4-((2-methoxyethoxy)methoxy)-[1,1′-biphenyl]-3-yl)-2-(trifluoromethyl)pyridine). Solvent: CO (methanol), Cl (hydrochloric acid). Yields the product FC=1C=C(C=CC1)C1=CC(=C(C=C1)O)C=1C=NC(=CC1)C(F)(F)F (3′-fluoro-3-(6-(trifluoromethyl)pyridin-3-yl)-[1,1′-biphenyl]-4-ol). Yield: 81.7%. As a reaction SMILES: [F:1][C:2]1[CH:3]=[C:4]([C:8]2[CH:13]=[CH:12][C:11]([O:14]COCCOC)=[C:10]([C:21]3[CH:22]=[CH:23][C:24]([C:27]([F:30])([F:29])[F:28])=[N:25][CH:26]=3)[CH:9]=2)[CH:5]=[CH:6][CH:7]=1>CO.Cl>[F:1][C:2]1[CH:3]=[C:4]([C:8]2[CH:13]=[CH:12][C:11]([OH:14])=[C:10]([C:21]3[CH:26]=[N:25][C:24]([C:27]([F:30])([F:28])[F:29])=[CH:23][CH:22]=3)[CH:9]=2)[CH:5]=[CH:6][CH:7]=1. Reported procedure: A solution of 5-(3′-fluoro-4-((2-methoxyethoxy)methoxy)-[1,1′-biphenyl]-3-yl)-2-(trifluoromethyl)pyridine (1.61 g, 3.82 mmol) in methanol (100 mL) and 1.0 M aqueous hydrochloric acid (50 mL) was stirred at 60° C. for 2 days. The cooled reaction mixture was concentrated under reduced pressure to remove methanol, and the resulting aqueous suspension partitioned between ethyl acetate (100 mL) and saturated aqueous sodium hydrogen carbonate solution (100 mL). The organic phase was separated, washed ...